Dataset: the Open Reaction Database (ORD), a public repository of structured organic reaction records. Task: describe an organic reaction: reactants, conditions, products, and yield Starting materials: C(NC(=O)N)(=S)OCC (ethyl thioallophanate), CI (methyl iodide), C1(=CC=C(C=C1)N=C=O)C (p-tolyl isocyanate), C(NC(=O)N)(=S)OC (methyl thioallophanate), C(C)Br (ethyl bromide), ClC1=C(C=CC(=C1)Cl)N=C=O (2,4-dichlorphenyl isocyanate). Yields the product C(C)OC(=O)N=C(NC(NC1=CC=C(C=C1)C)=O)SCC (3-ethoxycarbonyl-2-ethyl-1-(p-tolylcarbamoyl)-isothiourea). The yield is 81.0%. As a reaction SMILES: [C:1]([O:7][CH2:8][CH3:9])(=S)[NH:2]C(N)=O.[C:10](OC)(=[S:15])[NH:11][C:12]([NH2:14])=[O:13].[CH2:18](Br)[CH3:19].CI.[C:23]1([CH3:32])[CH:28]=[CH:27][C:26](N=C=O)=[CH:25][CH:24]=1.ClC1C=C(Cl)C=CC=1N=C=[O:43]>>[CH2:8]([O:7][C:1]([N:2]=[C:10]([S:15][CH2:18][CH3:19])[NH:11][C:12](=[O:13])[NH:14][C:26]1[CH:27]=[CH:28][C:23]([CH3:32])=[CH:24][CH:25]=1)=[O:43])[CH3:9]. Procedure details: The procedure described in Example 2 was repeated, except that 1.48 g of ethyl thioallophanate were used in place of the methyl thioallophanate, 1.3 of ethyl bromide were used in place of the methyl iodide and 1.33 g of p-tolyl isocyanate were used in place of the 2,4-dichlorphenyl isocyanate. 2.5 g (yield 81%) of the desired compound were obtained in the form of colourless prisms having a melting point of 110°-112° C. Starting materials: CN1C(NC(=CC1=O)C(F)(F)F)=O (3-methyl-6-(trifluoromethyl)uracil), C([O-])([O-])=O.[K+].[K+] (potassium carbonate), CI (methyl iodide). Run in O (water), COCCOC (DME). Reaction SMILES: [CH3:1][N:2]1[C:7](=[O:8])[CH:6]=[C:5]([C:9]([F:12])([F:11])[F:10])[NH:4][C:3]1=[O:13].[C:14](=O)([O-])[O-].[K+].[K+].CI>COCCOC.O>[CH3:14][N:4]1[C:5]([C:9]([F:10])([F:12])[F:11])=[CH:6][C:7](=[O:8])[N:2]([CH3:1])[C:3]1=[O:13] |f:1.2.3|. Yields the product CN1C(=O)N(C(=O)C=C1C(F)(F)F)C (1,3-dimethyl-6-(trifluoromethyl)uracil). Procedure: To a suspension of 3-methyl-6-(trifluoromethyl)uracil (20.6 mmol, 4.0 g) and powdered potassium carbonate (41.2 mmol, 5.7 g) in DME (30 mL) was added methyl iodide (82.4 mmol, 5.13 mL). Then, the reaction mixture was refluxed for 4 h at which time the TLC analysis of the reaction mixture indicated the absence of starting material. The reaction mixture was cooled to room temperature and was diluted with water (50 mL). Then, the DME was removed under reduced pressure to afford a white suspension. ... Isolated yield 82.8%.